Dataset: the Open Reaction Database (ORD), a public repository of structured organic reaction records. Task: describe an organic reaction: reactants, conditions, products, and yield Reactants: ClC=1OC2=C(N1)C=CC=C2 (2-Chlorobenzoxazole), NC1=CC=C(C=C1)S (4-aminothiophenol), C([O-])([O-])=O.[K+].[K+] (potassium carbonate). The solvent is C(C)O (ethanol). Product: NC1=CC=C(C=C1)SC=1OC2=C(N1)C=CC=C2 (2-(4-aminophenylthio)benzoxazole). Isolated yield 79.4%. As a reaction SMILES: Cl[C:2]1[O:3][C:4]2[CH:10]=[CH:9][CH:8]=[CH:7][C:5]=2[N:6]=1.[NH2:11][C:12]1[CH:17]=[CH:16][C:15]([SH:18])=[CH:14][CH:13]=1.C(=O)([O-])[O-].[K+].[K+]>C(O)C>[NH2:11][C:12]1[CH:17]=[CH:16][C:15]([S:18][C:2]2[O:3][C:4]3[CH:10]=[CH:9][CH:8]=[CH:7][C:5]=3[N:6]=2)=[CH:14][CH:13]=1 |f:2.3.4|. Reported procedure: 2-Chlorobenzoxazole (0.065 moles, 10.0 g), 4-aminothiophenol (0.065 moles, 8.1 g) and potassium carbonate (0.065 moles, 9.0 g) were stirred for 3 days at room temperature in 250 ml ethanol, filtered, and concentrated. Ethyl acetate was added and the solution washed with water, dried over sodium sulfate and concentrated. The product was purified by HPLC over silica gel eluted with 50% ethyl acetate in hexane to yield 2-(4-aminophenylthio)benzoxazole 12.5 g, 79%. Mass spec (FD) 243. Calculated for... The reactants are C1=2C(=O)OC(NC1=CC=CC2)=O (isatoic anhydride), C(C)(C)N (Isopropylamine). Solvent: O (water). Conditions: time 1 hour. Product: NC1=C(C(=O)NC(C)C)C=CC=C1 (2-Amino-N-(1-methylethyl)benzamide). The yield is 77.1%. Reaction SMILES: [C:1]12[C:7](=[CH:8][CH:9]=[CH:10][CH:11]=1)[NH:6]C(=O)[O:4][C:2]2=O.[CH:13]([NH2:16])([CH3:15])[CH3:14]>O>[NH2:6][C:7]1[CH:8]=[CH:9][CH:10]=[CH:11][C:1]=1[C:2]([NH:16][CH:13]([CH3:15])[CH3:14])=[O:4]. Procedure details: A round-bottomed flask was charged with isatoic anhydride (5.0 g, 0.030 mol) and 30 mL water. Isopropylamine (4.64 mL, 0.049 mol) was added slowly to the reaction mixture. The product precipitated from the reaction mixture. After 1 h, the reaction mixture was filtered and washed with water to give 4.12 g (71% yield) of a white solid Starting materials: C1CCCCC1, CS(=O)(=O)O, CC(C)(C)OC(=O)COc1cc2c(c(Cl)c1Cl)C(=O)C(C)(c1ccccc1)C2, c1ccccc1. The product is CC1(c2ccccc2)Cc2cc(OCC(=O)O)c(Cl)c(Cl)c2C1=O. Reaction SMILES: [CH2:34]1[CH2:35][CH2:36][CH2:37][CH2:38][CH2:39]1.[CH3:29][S:30](=[O:31])(=[O:32])[OH:33].[O:1]=[C:2]1[C:3]([c:22]2[cH:23][cH:24][cH:25][cH:26][cH:27]2)([CH3:28])[CH2:4][c:5]2[cH:6][c:7]([O:13][CH2:14][C:15](=[O:16])[O:17][C:18]([CH3:19])([CH3:20])[CH3:21])[c:8]([Cl:12])[c:9]([Cl:11])[c:10]21.[cH:40]1[cH:41][cH:42][cH:43][cH:44][cH:45]1>>[O:1]=[C:2]1[C:3]([c:22]2[cH:23][cH:24][cH:25][cH:26][cH:27]2)([CH3:28])[CH2:4][c:5]2[cH:6][c:7]([O:13][CH2:14][C:15](=[O:16])[OH:17])[c:8]([Cl:12])[c:9]([Cl:11])[c:10]21. Starting materials: [Li][Li] (dilithium), BrC=1C=C(C(=O)O)C=CC1 (3-bromobenzoic acid), ClC1=CC=C2C=CC(=NC2=C1)C=CC=1C=C(C=O)C=CC1 (3-(2-(7-chloro-2-quinolinyl)ethenyl)benzaldehyde). Run in C1CCOC1 (THF). Reaction conditions: temperature -78 celsius, time 2 hour. Yields the product ClC1=CC=C2C=CC(=NC2=C1)C=CC=1C=C(C=CC1)C(C=1C=C(C(=O)O)C=CC1)O (3-((3-(2-(7-chloro-2-quinolinyl)ethenyl)phenyl)hydroxymethyl)benzoic acid). Reaction SMILES: [Li][Li].Br[C:4]1[CH:5]=[C:6]([CH:10]=[CH:11][CH:12]=1)[C:7]([OH:9])=[O:8].[Cl:13][C:14]1[CH:23]=[C:22]2[C:17]([CH:18]=[CH:19][C:20]([CH:24]=[CH:25][C:26]3[CH:27]=[C:28]([CH:31]=[CH:32][CH:33]=3)[CH:29]=[O:30])=[N:21]2)=[CH:16][CH:15]=1>C1COCC1>[Cl:13][C:14]1[CH:23]=[C:22]2[C:17]([CH:18]=[CH:19][C:20]([CH:24]=[CH:25][C:26]3[CH:27]=[C:28]([CH:29]([OH:30])[C:4]4[CH:5]=[C:6]([CH:10]=[CH:11][CH:12]=4)[C:7]([OH:9])=[O:8])[CH:31]=[CH:32][CH:33]=3)=[N:21]2)=[CH:16][CH:15]=1. Procedure details: To the dilithium salt (5.92 mmol) obtained from 3-bromobenzoic acid (W. E. Parham and Y. A. Sayed, J. Org. Chem., 39, 2051 (1974)), a solution of 3-(2-(7-chloro-2-quinolinyl)ethenyl)benzaldehyde (1.503 g, 5.12 mmol) (U.S. Pat. No. 4,851,409, Jul. 25, 1989, Example 24, Step 1) in THF (25 mL) was added dropwise at -78° C. The mixture was stirred for 2 h at -78° C. and was quenched with 25% aqueous NH4OAc. The mixture was acidified to pH 5 with AcOH and extracted with EtOAc. The organic fractions w...